From a dataset of the Open Reaction Database (ORD), a public repository of structured organic reaction records. describe an organic reaction: reactants, conditions, products, and yield Starting materials: NC(CC(C(=O)OCC)C)C1=C(C=CC=C1OC)OC (ethyl 4-amino-4-(2,6-dimethoxyphenyl)-2-methylbutanoate), CN1C=CC2=CC(=CC=C12)C=O (1-methyl-1H-indole-5-carbaldehyde). Yields the product COC1=C(C(=CC=C1)OC)C1CC(C(N1CC=1C=C2C=CN(C2=CC1)C)=O)C (5-(2,6-dimethoxyphenyl)-3-methyl-1-((1-methyl-1H-indol-5-yl)methyl)pyrrolidin-2-one). Reaction SMILES: [NH2:1][CH:2]([C:11]1[C:16]([O:17][CH3:18])=[CH:15][CH:14]=[CH:13][C:12]=1[O:19][CH3:20])[CH2:3][CH:4]([CH3:10])[C:5]([O:7]CC)=O.[CH3:21][N:22]1[C:30]2[C:25](=[CH:26][C:27]([CH:31]=O)=[CH:28][CH:29]=2)[CH:24]=[CH:23]1>>[CH3:18][O:17][C:16]1[CH:15]=[CH:14][CH:13]=[C:12]([O:19][CH3:20])[C:11]=1[CH:2]1[N:1]([CH2:31][C:27]2[CH:26]=[C:25]3[C:30](=[CH:29][CH:28]=2)[N:22]([CH3:21])[CH:23]=[CH:24]3)[C:5](=[O:7])[CH:4]([CH3:10])[CH2:3]1. Reported procedure: Prepared according to the described general procedure 2 (GP2) by reaction of ethyl 4-amino-4-(2,6-dimethoxyphenyl)-2-methylbutanoate with commercially available 1-methyl-1H-indole-5-carbaldehyde. Subsequent purification by preparative HPLC afforded the target compound. LC-MS (conditions A): tR=0.84 min.; [M+H]+: 378.93 g/mol. The reactants are N[C@H]([C@H](C[C@@H](CC1=CC=C(C=C1)C1=NC=CC=C1)NC(=O)[C@H](C(C)(C)C)NC(OC)=O)O)CC1=CC=CC=C1 (methyl(1S)-1-[({(1R,3S,4S)-4-amino-3-hydroxy-5-phenyl-1-[4-(2-pyridinyl)benzyl]pentyl}amino)carbonyl]-2,2-dimethylpropylcarbamate), COC(=O)N[C@H](C(=O)O)C(C)(C)C ((2S)-2-[(methoxycarbonyl)amino]-3,3-dimethylbutanoic acid), CCOP(=O)(OCC)ON1C(=O)C2=C(C=CC=C2)N=N1 (DEPBT), C(C)(C)N(C(C)C)CC (N,N-diisopropylethylamine). The solvent is C1CCOC1 (THF). Run at temperature 25 celsius, time 16 hour. Product: COC(N[C@H](C(N[C@@H](C[C@@H]([C@@H](NC([C@@H](NC(OC)=O)C(C)(C)C)=O)CC1=CC=CC=C1)O)CC1=CC=C(C=C1)C1=NC=CC=C1)=O)C(C)(C)C)=O (methyl(1S,4R,6S,7S,10S)-7-benzyl-1,10-ditert-butyl-6-hydroxy-2,9,12-trioxo-4-[4-(2-pyridinyl)benzyl]-13-oxa-3,8,11-triazatetradec-1-ylcarbamate). The yield is 81.8%. RXN SMILES: [NH2:1][C@@H:2]([CH2:33][C:34]1[CH:39]=[CH:38][CH:37]=[CH:36][CH:35]=1)[C@@H:3]([OH:32])[CH2:4][C@H:5]([NH:19][C:20]([C@@H:22]([NH:27][C:28](=[O:31])[O:29][CH3:30])[C:23]([CH3:26])([CH3:25])[CH3:24])=[O:21])[CH2:6][C:7]1[CH:12]=[CH:11][C:10]([C:13]2[CH:18]=[CH:17][CH:16]=[CH:15][N:14]=2)=[CH:9][CH:8]=1.[CH3:40][O:41][C:42]([NH:44][C@@H:45]([C:49]([CH3:52])([CH3:51])[CH3:50])[C:46](O)=[O:47])=[O:43].CCOP(ON1N=NC2C=CC=CC=2C1=O)(OCC)=O.C(N(CC)C(C)C)(C)C>C1COCC1>[CH3:30][O:29][C:28](=[O:31])[NH:27][C@@H:22]([C:23]([CH3:26])([CH3:25])[CH3:24])[C:20](=[O:21])[NH:19][C@H:5]([CH2:6][C:7]1[CH:12]=[CH:11][C:10]([C:13]2[CH:18]=[CH:17][CH:16]=[CH:15][N:14]=2)=[CH:9][CH:8]=1)[CH2:4][C@H:3]([OH:32])[C@H:2]([CH2:33][C:34]1[CH:35]=[CH:36][CH:37]=[CH:38][CH:39]=1)[NH:1][C:46](=[O:47])[C@H:45]([C:49]([CH3:51])([CH3:50])[CH3:52])[NH:44][C:42](=[O:43])[O:41][CH3:40]. Procedure: A solution of the product of Example 1H (0.18 g, 0.33 mmol) in THF (3.3 mL) was treated with the product of Example 1F (0.11 g, 0.60 mmol), DEPBT (0.15 g, 0.50 mmol), and N,N-diisopropylethylamine (0.29 mL, 1.66 mmol), stirred at 25° C. for 16 hours, and partitioned between ethyl acetate and 10% Na2CO3 solution. The organic phase was washed with additional 10% Na2CO3 solution and brine, dried over MgSO4, filtered and concentrated. The residue was chromatographed on silica gel eluting with 0%-75%... The reactants are C([O-])([O-])=O.[Cs+].[Cs+] (cesium carbonate), N1=C(C=CC=C1)CCN (2-pyridin-2-yl-ethylamine), IC=1C=C(C(=CC1)C)C (4-iodo-0-xylene), C(C)(=O)C1C(CCCC1)=O (2-acetylcyclohexanone). The reagents and catalysts are [Cu]I (CuI). Solvent: CN(C)C=O (DMF), O (water). Conditions: time 17 hour. Product: CC=1C=C(C=CC1C)NCCC1=NC=CC=C1 ((3,4-Dimethyl-phenyl)-(2-pyridin-2-yl-ethyl)-amine). Isolated yield 31.6%. Reaction SMILES: C(=O)([O-])[O-].[Cs+].[Cs+].[N:7]1[CH:12]=[CH:11][CH:10]=[CH:9][C:8]=1[CH2:13][CH2:14][NH2:15].I[C:17]1[CH:18]=[C:19]([CH3:24])[C:20]([CH3:23])=[CH:21][CH:22]=1.C(C1CCCCC1=O)(=O)C>CN(C=O)C.O.[Cu]I>[CH3:24][C:19]1[CH:18]=[C:17]([NH:15][CH2:14][CH2:13][C:8]2[CH:9]=[CH:10][CH:11]=[CH:12][N:7]=2)[CH:22]=[CH:21][C:20]=1[CH3:23] |f:0.1.2|. Procedure details: A dried flask was charged with 21 mg (0.11 mmol) CuI and 1.4 g (4.3 mmol) cesium carbonate under argon. 0.31 g (2.6 mmol) 2-pyridin-2-yl-ethylamine (CAS: 2706-56-1), 0.5 g (2.1 mmol) 4-iodo-0-xylene in solution in 1 mL dried DMF and finally 0.058 mL (0.43 mmol) 2-acetylcyclohexanone were successively added. The mixture was stirred at room temperature for 17 hours and then in a 65° C. oil-bath for 7 hours. The mixture was diluted with water. The aqueous layer was extracted twice with ethyl acetat... Starting materials: C[Si](C)(C)C=[N+]=[N-] ((trimethyl-silyl)diazomethane), ClC=1C=C(CN2C(C=3C(=CN=C(C3CC2)C(=O)OCC)O)=O)C=CC1F (ethyl 6-(3-chloro-4-fluorobenzyl)-4-hydroxy-5-oxo-5,6,7,8-tetrahydro-2,6-naphthyridine-1-carboxylate). The solvent is hexanes, ClCCl (dichloromethane), CO (methanol). Run at temperature 10 celsius, time 8 hour. Product: ClC=1C=C(CN2C(C=3C(=CN=C(C3CC2)C(=O)OCC)OC)=O)C=CC1F (Ethyl 6-(3-chloro-4-fluorobenzyl)-4-methoxy-5-oxo-5,6,7,8-tetrahydro-2,6-naphthyridine-1-carboxylate). RXN SMILES: [Cl:1][C:2]1[CH:3]=[C:4]([CH:23]=[CH:24][C:25]=1[F:26])[CH2:5][N:6]1[CH2:15][CH2:14][C:13]2[C:12]([C:16]([O:18][CH2:19][CH3:20])=[O:17])=[N:11][CH:10]=[C:9]([OH:21])[C:8]=2[C:7]1=[O:22].[CH3:27][Si](C=[N+]=[N-])(C)C>ClCCl.CO>[Cl:1][C:2]1[CH:3]=[C:4]([CH:23]=[CH:24][C:25]=1[F:26])[CH2:5][N:6]1[CH2:15][CH2:14][C:13]2[C:12]([C:16]([O:18][CH2:19][CH3:20])=[O:17])=[N:11][CH:10]=[C:9]([O:21][CH3:27])[C:8]=2[C:7]1=[O:22]. Procedure details: To a stirred solution of ethyl 6-(3-chloro-4-fluorobenzyl)-4-hydroxy-5-oxo-5,6,7,8-tetrahydro-2,6-naphthyridine-1-carboxylate (208 g, 0.55 mol) in a mixture of dichloromethane (830 mL) and methanol (410 mL) at 10° C., a solution of (trimethyl-silyl)diazomethane (600 mL, 1.2 mol; 2M) in hexanes was added over a period of 1 hour with the reaction temperature maintained below 15° C. The reaction mixture (unstirred) was allowed to stand at 10° C. overnight, and then at 20° C. for additional 4 hours.... Starting materials: C[N+]1(CCOCC1)[O-] (4-methylmorpholine N-oxide), ( 4A ), C(CCCCCCC)OCC1=CC=C(CO)C=C1 (4-(Octyloxymethyl)benzyl alcohol). The reagents and catalysts are [Ru](=O)(=O)(=O)[O-].C(CC)[N+](CCC)(CCC)CCC (Tetrapropylammonium perruthenate). The solvent is C(Cl)Cl (methylene chloride). Run at temperature 0 celsius, time 1 hour. Product: C(CCCCCCC)OCC1=CC=C(C=O)C=C1 (4-(Octyloxymethyl)benzaldehyde). Yield: 12.9%. RXN SMILES: [CH2:1]([O:9][CH2:10][C:11]1[CH:18]=[CH:17][C:14]([CH2:15][OH:16])=[CH:13][CH:12]=1)[CH2:2][CH2:3][CH2:4][CH2:5][CH2:6][CH2:7][CH3:8].C[N+]1([O-])CCOCC1>C(Cl)Cl.[Ru]([O-])(=O)(=O)=O.C([N+](CCC)(CCC)CCC)CC>[CH2:1]([O:9][CH2:10][C:11]1[CH:12]=[CH:13][C:14]([CH:15]=[O:16])=[CH:17][CH:18]=1)[CH2:2][CH2:3][CH2:4][CH2:5][CH2:6][CH2:7][CH3:8] |f:3.4|. Procedure: 4-(Octyloxymethyl)benzyl alcohol (0.14 g, 0.56 mmol, from Step A) was dissolved in methylene chloride (1.5 mL) and the reaction mixture was cooled to 0° C. 4-methylmorpholine N-oxide (0.10 g, 0.84 mmol) and molecular sieves (4A) (0.25 g) were added. Tetrapropylammonium perruthenate (0.004 g, 0.011 mmol) was added and the resulting mixture was stirred for 1 h. The reaction mixture was filtered through celite. Silica gel chromatography eluting with 6% ethyl acetate/hexane gave 0.018 g of product: ... Reactants: ClC=1C=CC(=NC1)C=O (5-chloropicolinaldehyde), BrC1=C(C2=C(N(C(N(C2=O)CCCOC2OCCCC2)=O)C)N=C1)C(O)C1=CC=C(C=C1)Cl (6-bromo-5-((4-chlorophenyl)(hydroxy)methyl)-1-methyl-3-(3-((tetrahydro-2H-pyran-2-yl)oxy)propyl)pyrido[2,3-d]pyrimidine-2,4(1H,3H)-dione), BrC1=C(C2=C(N(C(N(C2=O)CCCOC2OCCCC2)=O)C)N=C1)C(O)C1=CC=C(C=C1)Cl (6-bromo-5-((4-chlorophenyl)(hydroxy)methyl)-1-methyl-3-(3-((tetrahydro-2H-pyran-2-yl)oxy)propyl)pyrido[2,3-d]pyrimidine-2,4(1H,3H)-dione), [Li+].CC(C)[N-]C(C)C (LDA). Solvent: CC(OCC)=O (EA), O (water), C1CCOC1 (THF), C1CCOC1 (THF). Run at temperature -78 celsius, time 1 hour. The product is BrC1=C(C2=C(N(C(N(C2=O)CCCOC2OCCCC2)=O)C)N=C1)C(O)C1=NC=C(C=C1)Cl (6-bromo-5-((5-chloropyridin-2-yl)(hydroxy)methyl)-1-methyl-3-(3-(tetrahydro-2H-pyran-2-yloxy)propyl)pyrido[2,3-d]pyrimidine-2,4(1H,3H)-dione). Isolated yield 138.9%. RXN SMILES: [Br:1][C:2]1[CH:24]=[N:23][C:5]2[N:6]([CH3:22])[C:7](=[O:21])[N:8]([CH2:11][CH2:12][CH2:13][O:14][CH:15]3[CH2:20][CH2:19][CH2:18][CH2:17][O:16]3)[C:9](=[O:10])[C:4]=2[C:3]=1[CH:25]([C:27]1C=[CH:31][C:30]([Cl:33])=[CH:29][CH:28]=1)[OH:26].[Li+].CC([N-:38]C(C)C)C.ClC1C=CC(C=O)=NC=1>C1COCC1.CC(=O)OCC.O>[Br:1][C:2]1[CH:24]=[N:23][C:5]2[N:6]([CH3:22])[C:7](=[O:21])[N:8]([CH2:11][CH2:12][CH2:13][O:14][CH:15]3[CH2:20][CH2:19][CH2:18][CH2:17][O:16]3)[C:9](=[O:10])[C:4]=2[C:3]=1[CH:25]([C:27]1[CH:28]=[CH:29][C:30]([Cl:33])=[CH:31][N:38]=1)[OH:26] |f:1.2|. Procedure details: To a solution of 6-bromo-1-methyl-3-(3-((tetrahydro-2H-pyran-2-yl)oxy)propyl)pyrido[2,3-d]pyrimidine-2,4(1H,3H)-dione (See Compound 20, step 4, 398 mg, 0.10 mmol) in THF (10 mL) at −78° C. was added LDA (2M in THF, 2.50 mL, 5.00 mmol) dropwise. The reaction was stirred at −78° C. for 1 h then 5-chloropicolinaldehyde (211 mg, 1.50 mmol) in THF (2 mL) was added. The reaction was stirred at −78° C. for 40 min then diluted with EA (20 mL) and water (10 mL). The organic layer was washed with brine (3... The yield is 168.8%. Starting materials: BrC1=CC=C2N=CC(=NC2=C1)N1CCOCC1 (7-bromo-2-morpholin-4-yl-quinoxaline), C1(=CC=CC=C1)C(C(=O)NC1=CC=C(C=C1)B1OC(C(O1)(C)C)(C)C)(C)C (2-phenyl-N-[4-(4,4,5,5-tetramethyl-[1,3,2]dioxaborolan-2-yl)-phenyl]-isobutyramide), C([O-])([O-])=O.[Na+].[Na+] (sodium carbonate). Run at temperature 120 celsius. Reagents/catalysts: C=1C=CC(=CC1)[P](C=2C=CC=CC2)(C=3C=CC=CC3)[Pd]([P](C=4C=CC=CC4)(C=5C=CC=CC5)C=6C=CC=CC6)([P](C=7C=CC=CC7)(C=8C=CC=CC8)C=9C=CC=CC9)[P](C=1C=CC=CC1)(C=1C=CC=CC1)C=1C=CC=CC1 (Pd(PPh3)4). Yields the product N1(CCOCC1)C=1C=NC2=CC=C(C=C2N1)NC(C(C)(C)C1=CC=CC=C1)=O (N-(3-morpholin-4-yl-quinoxalin-6-yl)-2-phenyl-isobutyramide). Reported procedure: A mixture of 7-bromo-2-morpholin-4-yl-quinoxaline [intermediate example 2.1] (50 mg), 2-phenyl-N-[4-(4,4,5,5-tetramethyl-[1,3,2]dioxaborolan-2-yl)-phenyl]-isobutyramide (87 mg, 0.24 mmol) and Pd(PPh3)4 in 1:1 Toluene/EtOH (2 mL) was treated with 1M aq. sodium carbonate solution and heated at 120° C. under microwave irradiation for 15 minutes. The reaction was partitioned between EtOAc and water, the phases separated and the organic layer concentrated in vacuo. The reaction was repeated and the c... Run in C1(=CC=CC=C1)C.CCO (Toluene EtOH). As a reaction SMILES: Br[C:2]1[CH:11]=[C:10]2[C:5]([N:6]=[CH:7][C:8]([N:12]3[CH2:17][CH2:16][O:15][CH2:14][CH2:13]3)=[N:9]2)=[CH:4][CH:3]=1.[C:18]1([C:24]([CH3:44])([CH3:43])[C:25]([NH:27]C2C=CC(B3OC(C)(C)C(C)(C)O3)=CC=2)=[O:26])[CH:23]=[CH:22][CH:21]=[CH:20][CH:19]=1.C(=O)([O-])[O-].[Na+].[Na+]>C1C=CC([P]([Pd]([P](C2C=CC=CC=2)(C2C=CC=CC=2)C2C=CC=CC=2)([P](C2C=CC=CC=2)(C2C=CC=CC=2)C2C=CC=CC=2)[P](C2C=CC=CC=2)(C2C=CC=CC=2)C2C=CC=CC=2)(C2C=CC=CC=2)C2C=CC=CC=2)=CC=1.C1(C)C=CC=CC=1.CCO>[N:12]1([C:8]2[CH:7]=[N:6][C:5]3[C:10]([N:9]=2)=[CH:11][C:2]([NH:27][C:25](=[O:26])[C:24]([C:18]2[CH:23]=[CH:22][CH:21]=[CH:20][CH:19]=2)([CH3:44])[CH3:43])=[CH:3][CH:4]=3)[CH2:17][CH2:16][O:15][CH2:14][CH2:13]1 |f:2.3.4,6.7,^1:54,56,75,94|. Starting materials: FC(C(=O)O)(F)F.FC(C(=O)O)(F)F.FC(C(=O)O)(F)F.ClC=1C=NC=2NC=3C=NC=C(CCC4=C(C=CC(NC1N2)=C4)NC(CC4CCNCC4)=O)C3 (N-[6-chloro-2,4,8,18,22-pentaazatetracyclo[14.3.1.1(3,7).1(9,13)]docosa-1(20),3(22),4,6,9(21),10,12,16,18-nonaen-12-yl]-2-piperidin-4-ylacetamide tris(trifluoroacetate)), FC1=CC=C(C(=O)Cl)C=C1 (4-fluorobenzoyl chloride). Product: FC(C(=O)O)(F)F.FC(C(=O)O)(F)F.ClC=1C=NC=2NC=3C=NC=C(CCC4=C(C=CC(NC1N2)=C4)NC(CC4CCN(CC4)C(C4=CC=C(C=C4)F)=O)=O)C3 (N-[6-Chloro-2,4,8,18,22-pentaazatetracyclo[14.3.1.1(3,7).1(9,13)]docosa-1(20),3(22),4,6,9(21),10,12,16,18-nonaen-12-yl]-2-[1-(4-fluorobenzoyl)piperidin-4-yl]acetamide bis(trifluoroacetate)). The yield is 26.0%. Reaction SMILES: [F:1][C:2]([F:7])([F:6])[C:3]([OH:5])=[O:4].[F:8][C:9]([F:14])([F:13])[C:10]([OH:12])=[O:11].FC(F)(F)C(O)=O.[Cl:22][C:23]1[CH:24]=[N:25][C:26]2[NH:27][C:28]3[CH:29]=[N:30][CH:31]=[C:32]([CH:54]=3)[CH2:33][CH2:34][C:35]3[CH:43]=[C:39]([NH:40][C:41]=1[N:42]=2)[CH:38]=[CH:37][C:36]=3[NH:44][C:45](=[O:53])[CH2:46][CH:47]1[CH2:52][CH2:51][NH:50][CH2:49][CH2:48]1.[F:55][C:56]1[CH:64]=[CH:63][C:59]([C:60](Cl)=[O:61])=[CH:58][CH:57]=1>>[F:1][C:2]([F:7])([F:6])[C:3]([OH:5])=[O:4].[F:8][C:9]([F:14])([F:13])[C:10]([OH:12])=[O:11].[Cl:22][C:23]1[CH:24]=[N:25][C:26]2[NH:27][C:28]3[CH:29]=[N:30][CH:31]=[C:32]([CH:54]=3)[CH2:33][CH2:34][C:35]3[CH:43]=[C:39]([NH:40][C:41]=1[N:42]=2)[CH:38]=[CH:37][C:36]=3[NH:44][C:45](=[O:53])[CH2:46][CH:47]1[CH2:52][CH2:51][N:50]([C:60](=[O:61])[C:59]2[CH:63]=[CH:64][C:56]([F:55])=[CH:57][CH:58]=2)[CH2:49][CH2:48]1 |f:0.1.2.3,5.6.7|. Procedure: The desired compound was prepared according to the procedure of Example A20 using N-[6-chloro-2,4,8,18,22-pentaazatetracyclo[14.3.1.1(3,7).1(9,13)]docosa-1(20),3(22),4,6,9(21),10,12,16,18-nonaen-12-yl]-2-piperidin-4-ylacetamide tris(trifluoroacetate) and 4-fluorobenzoyl chloride as starting materials in 26% yield. LCMS for C31H30ClFNγO2 (M+H)+: m/z=586.2.